This data is from the Open Reaction Database (ORD), a public repository of structured organic reaction records. The task is: describe an organic reaction: reactants, conditions, products, and yield Starting materials: BrCCCCBr, CCOC(=O)C(C)OCCCCI, C1CCOC1, [H-], [Na+]. Yields the product CCOC(=O)C(C)OCCCCBr. Reaction SMILES: [Br:14][CH2:15][CH2:16][CH2:17][CH2:18][Br:19].[CH2:1]([CH3:2])[O:3][C:4]([CH:5]([O:6][CH2:7][CH2:8][CH2:9][CH2:10][I:11])[CH3:12])=[O:13].[CH2:22]1[O:23][CH2:24][CH2:25][CH2:26]1.[H-:21].[Na+:20]>>[CH2:1]([CH3:2])[O:3][C:4]([CH:5]([O:6][CH2:7][CH2:8][CH2:9][CH2:10][Br:14])[CH3:12])=[O:13].